Dataset: the Open Reaction Database (ORD), a public repository of structured organic reaction records. Task: describe an organic reaction: reactants, conditions, products, and yield Starting materials: CC1=CC=C(C(=S)C2=CC(=CC=3CCOC32)CC(=O)O)C=C1 (7-(4-Methylthiobenzoyl)-2,3-dihydrobenzofuran-5-ylacetic acid), C1CC(=O)N(C1=O)Br (n-bromosuccinimide), C(C1=CC=CC=C1)(=O)OOC(C1=CC=CC=C1)=O (benzoyl peroxide). Solvent: C(Cl)(Cl)(Cl)Cl (carbon tetrachloride). Yields the product CC1=CC=C(C(=S)C2=CC(=CC=3C=COC32)CC(=O)O)C=C1 (7-(4-methylthiobenzoyl)benzofuran-5-ylacetic acid). Reaction SMILES: [CH3:1][C:2]1[CH:22]=[CH:21][C:5]([C:6]([C:8]2[C:16]3[O:15][CH2:14][CH2:13][C:12]=3[CH:11]=[C:10]([CH2:17][C:18]([OH:20])=[O:19])[CH:9]=2)=[S:7])=[CH:4][CH:3]=1.C1C(=O)N(Br)C(=O)C1.C(OOC(=O)C1C=CC=CC=1)(=O)C1C=CC=CC=1>C(Cl)(Cl)(Cl)Cl>[CH3:1][C:2]1[CH:3]=[CH:4][C:5]([C:6]([C:8]2[C:16]3[O:15][CH:14]=[CH:13][C:12]=3[CH:11]=[C:10]([CH2:17][C:18]([OH:20])=[O:19])[CH:9]=2)=[S:7])=[CH:21][CH:22]=1. Reported procedure: 7-(4-Methylthiobenzoyl)-2,3-dihydrobenzofuran-5-ylacetic acid (1.0 g) was heated at reflux in carbon tetrachloride (100 ml) containing n-bromosuccinimide (0.54 g) and a catalytic quantity of benzoyl peroxide. After approximately 2 hours the reaction mixture was cooled and extracted with dilute aqueous sodium carbonate. The aqueous extract was acidified with hydrochloric acid, extracted with ethyl acetate, dried and evaporated to yield a residue which was crystallized from acetone/hexane to give ... Reactants: CCOC(=O)CCCNC(=O)c1ccc(-c2cc3ccccc3o2)cc1, CI, CN(C)C=O, Cl, [H-], [Na+]. The product is CCOC(=O)CCCN(C)C(=O)c1ccc(-c2cc3ccccc3o2)cc1. As a reaction SMILES: [CH2:3]([CH3:4])[O:5][C:6]([CH2:7][CH2:8][CH2:9][NH:10][C:11](=[O:12])[c:13]1[cH:14][cH:15][c:16](-[c:19]2[o:20][c:21]3[c:22]([cH:23]2)[cH:24][cH:25][cH:26][cH:27]3)[cH:17][cH:18]1)=[O:28].[CH3:1][I:2].[CH3:32][N:33]([CH3:34])[CH:35]=[O:36].[ClH:31].[H-:29].[Na+:30]>>[CH3:1][N:10]([CH2:9][CH2:8][CH2:7][C:6]([O:5][CH2:3][CH3:4])=[O:28])[C:11](=[O:12])[c:13]1[cH:14][cH:15][c:16](-[c:19]2[o:20][c:21]3[c:22]([cH:23]2)[cH:24][cH:25][cH:26][cH:27]3)[cH:17][cH:18]1. Reactants: NC=1SC=C(N1)C(C(=O)NC1[C@@H]2N(C(=CCS2)C(=O)O)C1=O)=NOC (7-[2-(2-Amino-4-thiazolyl)-2-methoxyiminoacetamido]-3-cephem-4-carboxylic acid), C([O-])(O)=O.[Na+] (sodium bicarbonate). Conditions: time 30 minute. Yields the product NC=1SC=C(N1)C(C(=O)NC1[C@@H]2N(C(=CCS2)C(=O)[O-])C1=O)=NOC.[Na+] (sodium 7-[2-(2-amino-4-thiazolyl)-2-methoxyiminoacetamido]-3-cephem-4-carboxylate). The yield is 83.7%. Reaction SMILES: [NH2:1][C:2]1[S:3][CH:4]=[C:5]([C:7](=[N:23][O:24][CH3:25])[C:8]([NH:10][CH:11]2[C:21](=[O:22])[N:13]3[C:14]([C:18]([OH:20])=[O:19])=[CH:15][CH2:16][S:17][C@H:12]23)=[O:9])[N:6]=1.C(=O)(O)[O-].[Na+:30]>>[NH2:1][C:2]1[S:3][CH:4]=[C:5]([C:7](=[N:23][O:24][CH3:25])[C:8]([NH:10][CH:11]2[C:21](=[O:22])[N:13]3[C:14]([C:18]([O-:20])=[O:19])=[CH:15][CH2:16][S:17][C@H:12]23)=[O:9])[N:6]=1.[Na+:30] |f:1.2,3.4|. Reported procedure: 7-[2-(2-Amino-4-thiazolyl)-2-methoxyiminoacetamido]-3-cephem-4-carboxylic acid(syn-isomer: 5 g) was gradually added to an aqueous solution (30 ml.) of sodium bicarbonate (1.04 g.) at 35° to 40° C., and stirred at 50° to 53° C. for 30 minutes. After removing the insoluble substance from the resultant solution, the filtrate was treated with activated charcoal (0.3 g.), and filtered. The filtrate was lyophilized to give sodium 7-[2-(2-amino-4-thiazolyl)-2-methoxyiminoacetamido]-3-cephem-4-carboxyla... Starting materials: CCCC[N+](CCCC)(CCCC)CCCC, C1CCOC1, C=Cc1ncc(CO[Si](C)(C)C(C)(C)C)cc1Cl, [F-]. Yields the product C=Cc1ncc(CO)cc1Cl. RXN SMILES: [CH2:20]([N+:21]([CH2:22][CH2:23][CH2:24][CH3:25])([CH2:26][CH2:27][CH2:28][CH3:29])[CH2:30][CH2:31][CH2:32][CH3:33])[CH2:34][CH2:35][CH3:36].[CH2:37]1[O:38][CH2:39][CH2:40][CH2:41]1.[Cl:1][c:2]1[c:3]([CH:17]=[CH2:18])[n:4][cH:5][c:6]([CH2:8][O:9][Si:10]([C:11]([CH3:12])([CH3:13])[CH3:14])([CH3:15])[CH3:16])[cH:7]1.[F-:19]>>[Cl:1][c:2]1[c:3]([CH:17]=[CH2:18])[n:4][cH:5][c:6]([CH2:8][OH:9])[cH:7]1. Reaction SMILES: [C:1](#[N:2])[CH2:3][C:4](=[O:5])[NH:6][c:7]1[c:8]([Cl:16])[cH:9][c:10]([Cl:15])[c:11]([O:13][CH3:14])[cH:12]1.[CH2:31]([O:32][CH:33]([O:34][CH2:35][CH3:36])[O:37][CH2:38][CH3:39])[CH3:40].[CH:41]([OH:42])([CH3:43])[CH3:44].[Cl:17][CH2:18][CH2:19][CH2:20][O:21][c:22]1[cH:23][c:24]([NH2:25])[cH:26][cH:27][c:28]1[O:29][CH3:30]>>[C:1](#[N:2])[C:3]([C:4](=[O:5])[NH:6][c:7]1[c:8]([Cl:16])[cH:9][c:10]([Cl:15])[c:11]([O:13][CH3:14])[cH:12]1)=[CH:31][NH:25][c:24]1[cH:23][c:22]([O:21][CH2:20][CH2:19][CH2:18][Cl:17])[c:28]([O:29][CH3:30])[cH:27][cH:26]1. Product: COc1cc(NC(=O)C(C#N)=CNc2ccc(OC)c(OCCCCl)c2)c(Cl)cc1Cl. Reactants: COc1cc(NC(=O)CC#N)c(Cl)cc1Cl, CCOC(OCC)OCC, CC(C)O, COc1ccc(N)cc1OCCCCl. Starting materials: COC(=O)CCc1cccc(CN)c1, CO, Cl, O=Cc1ccc(-c2cnccn2)cc1. Product: COC(=O)CCc1cccc(CNCc2ccc(-c3cnccn3)cc2)c1. RXN SMILES: [CH3:2][O:3][C:4]([CH2:5][CH2:6][c:7]1[cH:8][c:9]([CH2:13][NH2:14])[cH:10][cH:11][cH:12]1)=[O:15].[CH3:30][OH:31].[ClH:1].[n:16]1[c:17](-[c:22]2[cH:23][cH:24][c:25]([CH:26]=[O:27])[cH:28][cH:29]2)[cH:18][n:19][cH:20][cH:21]1>>[CH3:2][O:3][C:4]([CH2:5][CH2:6][c:7]1[cH:8][c:9]([CH2:13][NH:14][CH2:26][c:25]2[cH:24][cH:23][c:22](-[c:17]3[n:16][cH:21][cH:20][n:19][cH:18]3)[cH:29][cH:28]2)[cH:10][cH:11][cH:12]1)=[O:15]. Starting materials: CC(C)(C)OC(=O)NN, CC1(C)Oc2ccc(C#N)cc2C2OC21, CCO. Product: CC(C)(C)OC(=O)NNC1c2cc(C#N)ccc2OC(C)(C)C1O. As a reaction SMILES: [C:16]([NH:17][NH2:18])(=[O:19])[O:20][C:21]([CH3:22])([CH3:23])[CH3:24].[C:1](#[N:2])[c:3]1[cH:4][cH:5][c:6]2[c:7]([cH:15]1)[CH:8]1[CH:9]([C:10]([CH3:12])([CH3:13])[O:11]2)[O:14]1.[CH3:25][CH2:26][OH:27]>>[C:1](#[N:2])[c:3]1[cH:4][cH:5][c:6]2[c:7]([cH:15]1)[CH:8]([NH:18][NH:17][C:16](=[O:19])[O:20][C:21]([CH3:22])([CH3:23])[CH3:24])[CH:9]([OH:14])[C:10]([CH3:12])([CH3:13])[O:11]2. Reactants: [Si](C)(C)(C(C)(C)C)OCCN(C(=O)C=1NC(=NC(C1OCC1=CC=CC=C1)=O)CC1=C(C=CC=C1)Br)C(C)C (5-benzyloxy-2-(2-bromobenzyl)-6-oxo-3,6-dihydro-pyrimidine-4-carboxylic acid [2-(tert-butyl-dimethylsilanyloxy)-ethyl]-isopropylamide), Cl (HCl). Solvent: O1CCCC1 (tetrahydrofuran). The product is OCCN(C(=O)C=1NC(=NC(C1OCC1=CC=CC=C1)=O)CC1=C(C=CC=C1)Br)C(C)C (5-benzyloxy-2-(2-bromobenzyl)-6-oxo-3,6-dihydro-pyrimidine-4-carboxylic acid (2-hydroxyethyl)-isopropylamide). Isolated yield 34.4%. RXN SMILES: [Si]([O:8][CH2:9][CH2:10][N:11]([CH:37]([CH3:39])[CH3:38])[C:12]([C:14]1[NH:15][C:16]([CH2:29][C:30]2[CH:35]=[CH:34][CH:33]=[CH:32][C:31]=2[Br:36])=[N:17][C:18](=[O:28])[C:19]=1[O:20][CH2:21][C:22]1[CH:27]=[CH:26][CH:25]=[CH:24][CH:23]=1)=[O:13])(C(C)(C)C)(C)C.Cl>O1CCCC1>[OH:8][CH2:9][CH2:10][N:11]([CH:37]([CH3:39])[CH3:38])[C:12]([C:14]1[NH:15][C:16]([CH2:29][C:30]2[CH:35]=[CH:34][CH:33]=[CH:32][C:31]=2[Br:36])=[N:17][C:18](=[O:28])[C:19]=1[O:20][CH2:21][C:22]1[CH:27]=[CH:26][CH:25]=[CH:24][CH:23]=1)=[O:13]. Reported procedure: 5-Benzyloxy-2-(2-bromobenzyl)-6-oxo-3,6-dihydro-pyrimidine-4-carboxylic acid [2-(tert-butyl-dimethylsilanyloxy)-ethyl]-isopropylamide (69) (0.75 g, 1.22 mmol, Eq: 1.00) was dissolved in tetrahydrofuran (10 ml). HCl (915 μl, 1.83 mmol, Eq: 1.5) was added and the resulting mixture was stirred at room temperature. After 30 minutes the solvent was mostly removed. The residue was partitioned between ethyl acetate and 1M NaOH. The aqueous layer was washed with ethyl acetate, the organic layers were wa... Reactants: C=C1CC(=O)O1 (Diketene), N1=CC=C(C=C1)CC(C)=O (1-(4-pyridyl)-2-propanone). Run in C(C)(=O)O (acetic acid). Conditions: time 90 minute. Product: CC=1OC(=CC(C1C1=CC=NC=C1)=O)C (2,6-dimethyl-3-(4-pyridyl)-4H-pyran-4-one). Yield: 71.6%. RXN SMILES: [CH2:1]=[C:2]1O[C:4](=[O:5])[CH2:3]1.[N:7]1[CH:12]=[CH:11][C:10]([CH2:13][C:14](=[O:16])[CH3:15])=[CH:9][CH:8]=1>C(O)(=O)C>[CH3:15][C:14]1[O:16][C:2]([CH3:1])=[CH:3][C:4](=[O:5])[C:13]=1[C:10]1[CH:11]=[CH:12][N:7]=[CH:8][CH:9]=1. Procedure: Diketene (30 g) was added dropwise to a stirred solution of 1-(4-pyridyl)-2-propanone (20.25 g) in acetic acid (100 ml) at 0° C. The mixture was allowed to warm to ambient temperature and stirred for 90 minutes. The mixture was heated to 50° and stirred for a further 90 minutes. The solvent was removed by evaporation and the residue purified by flash chromatography, eluting with dichloromethane/methanol (19:1 v/v) to give 2,6-dimethyl-3-(4-pyridyl)-4H-pyran-4-one (C) (21.6 g), as a yellow solid;... Reactants: Cl, NO, c1ccncc1, O=C1c2ccccc2-c2[nH]c(=O)cnc21. The product is O=c1cnc2c([nH]1)-c1ccccc1C2=NO. Reaction SMILES: [ClH:16].[NH2:17][OH:18].[cH:19]1[cH:20][cH:21][n:22][cH:23][cH:24]1.[n:1]1[c:2]2[c:3]([nH:4][c:5](=[O:7])[cH:6]1)-[c:8]1[cH:9][cH:10][cH:11][cH:12][c:13]1[C:14]2=[O:15]>>[n:1]1[c:2]2[c:3]([nH:4][c:5](=[O:7])[cH:6]1)-[c:8]1[cH:9][cH:10][cH:11][cH:12][c:13]1[C:14]2=[N:17][OH:18].